Dataset: the Open Reaction Database (ORD), a public repository of structured organic reaction records. Task: describe an organic reaction: reactants, conditions, products, and yield The reactants are IC=1N=C(N2C1C(=NC=C2)N)C2CCNCC2 (1-iodo-3-piperidin-4-yl-imidazo[1,5-a]pyrazin-8-ylamine), CN(C)CC(=O)Cl (dimethylamino-acetyl chloride), CCN(C(C)C)C(C)C (DIEA). The solvent is C(=O)(O)[O-].[Na+] (NaHCO3), CN(C)C=O (DMF). Yields the product NC=1C=2N(C=CN1)C(=NC2I)C2CCN(CC2)C(CN(C)C)=O (1-[4-(8-Amino-1-iodo-imidazo[1,5-a]pyrazin-3-yl)-piperidin-1-yl]-2-dimethylamino-ethanone). RXN SMILES: [I:1][C:2]1[N:3]=[C:4]([CH:12]2[CH2:17][CH2:16][NH:15][CH2:14][CH2:13]2)[N:5]2[CH:10]=[CH:9][N:8]=[C:7]([NH2:11])[C:6]=12.[CH3:18][N:19]([CH2:21][C:22](Cl)=[O:23])[CH3:20].CCN(C(C)C)C(C)C>CN(C=O)C.C([O-])(O)=O.[Na+]>[NH2:11][C:7]1[C:6]2[N:5]([C:4]([CH:12]3[CH2:17][CH2:16][N:15]([C:22](=[O:23])[CH2:21][N:19]([CH3:20])[CH3:18])[CH2:14][CH2:13]3)=[N:3][C:2]=2[I:1])[CH:10]=[CH:9][N:8]=1 |f:4.5|. Procedure details: To a stirred mixture of 1-iodo-3-piperidin-4-yl-imidazo[1,5-a]pyrazin-8-ylamine (1.000 g, 2.91 mmol) and dimethylamino-acetyl chloride (0.38967 g, 3.20 mmol) in DMF (10.00 mL) was added DIEA (2.58 mL, 14.57 mmol) at 0° C. The resulting mixture was stirred at rt. overnight. The mixture was diluted with sat. aq. NaHCO3 and extracted with DCM (50 ml×3). The extracts were combined, dried (Na2SO4). Solvent was then removed under reduced pressure and the resulting residue was used for next step withou... Starting materials: CCCCCCCCBr, CCOC(=O)C1CCc2c(C)c(OCOC)c(C)c(C)c2O1, CCCCCC, CC(C)NC(C)C, [Li]CCCC, C1CCOC1. Product: CCCCCCCCC1(C(=O)OCC)CCc2c(C)c(OCOC)c(C)c(C)c2O1. RXN SMILES: [CH2:35]([CH2:36][CH2:37][CH2:38][CH2:39][CH2:40][CH2:41][CH3:42])[Br:43].[CH3:13][O:14][CH2:15][O:16][c:17]1[c:18]([CH3:34])[c:19]2[c:24]([c:25]([CH3:28])[c:26]1[CH3:27])[O:23][CH:22]([C:29](=[O:30])[O:31][CH2:32][CH3:33])[CH2:21][CH2:20]2.[CH3:49][CH2:50][CH2:51][CH2:52][CH2:53][CH3:54].[CH:6]([NH:7][CH:8]([CH3:9])[CH3:10])([CH3:11])[CH3:12].[Li:1][CH2:2][CH2:3][CH2:4][CH3:5].[O:44]1[CH2:45][CH2:46][CH2:47][CH2:48]1>>[CH3:13][O:14][CH2:15][O:16][c:17]1[c:18]([CH3:34])[c:19]2[c:24]([c:25]([CH3:28])[c:26]1[CH3:27])[O:23][C:22]([C:29](=[O:30])[O:31][CH2:32][CH3:33])([CH2:35][CH2:36][CH2:37][CH2:38][CH2:39][CH2:40][CH2:41][CH3:42])[CH2:21][CH2:20]2. Reactants: C1(=CC=C(C=C1)S(=O)(=O)Cl)C (p-toluenesulfonyl chloride), Cl (Hydrochloride), Cl.COC(CCC1=CC=C(C=C1)OC1=CC=C(C=C1)CC(C(N(C)C)=O)N)=O (3-{4-[4-(2-amino-2-dimethylcarbamoyl-ethyl)-phenoxy]-phenyl}-propionic acid methyl ester hydrochloric acid salt), CCN(C(C)C)C(C)C (N,N′-Diisopropylethylamine). Solvent: hexanes, C(C)(=O)O (acetic acid), C(C)(=O)OCC (ethyl acetate), C(Cl)Cl (CH2Cl2). Reaction conditions: temperature 2.5 celsius, time 8 hour. The product is COC(CCC1=CC=C(C=C1)OC1=CC=C(C=C1)CC(NS(=O)(=O)C1=CC=C(C=C1)C)C(N(C)C)=O)=O (3-(4-{4-[2-dimethylcarbamoyl-2-(toluene-4-sulfonylamino)-ethyl]-phenoxy}-phenyl)-propionic acid methyl ester). The yield is 56.1%. Reaction SMILES: Cl.Cl.[CH3:3][O:4][C:5](=[O:29])[CH2:6][CH2:7][C:8]1[CH:13]=[CH:12][C:11]([O:14][C:15]2[CH:20]=[CH:19][C:18]([CH2:21][CH:22]([NH2:28])[C:23](=[O:27])[N:24]([CH3:26])[CH3:25])=[CH:17][CH:16]=2)=[CH:10][CH:9]=1.CCN(C(C)C)C(C)C.[C:39]1([CH3:49])[CH:44]=[CH:43][C:42]([S:45](Cl)(=[O:47])=[O:46])=[CH:41][CH:40]=1>C(Cl)Cl.C(O)(=O)C.C(OCC)(=O)C>[CH3:3][O:4][C:5](=[O:29])[CH2:6][CH2:7][C:8]1[CH:13]=[CH:12][C:11]([O:14][C:15]2[CH:20]=[CH:19][C:18]([CH2:21][CH:22]([C:23](=[O:27])[N:24]([CH3:25])[CH3:26])[NH:28][S:45]([C:42]3[CH:43]=[CH:44][C:39]([CH3:49])=[CH:40][CH:41]=3)(=[O:47])=[O:46])=[CH:17][CH:16]=2)=[CH:10][CH:9]=1 |f:1.2|. Procedure details: Hydrochloride compound 23 (1.5 g, 3.69 mmol) was dissolved in CH2Cl2 (50 mL) and cooled to 0-5° C. N,N′-Diisopropylethylamine (1.28 mL, 7.74 mmol) was added to the above solution followed by addition of p-toluenesulfonyl chloride (0.58 g, 3.06 mmol) in small portions. The reaction mixture was then warmed up to room temperature and stirred overnight. The solvent was removed under reduced pressure and the residual oil was taken up in EtOAc (75 mL). The organic layer was washed with 2.0 M HCl (1×10... Starting materials: CC(C)(C)O[Al](OC(C)(C)C)OC(C)(C)C, ClCCl, C1CCOC1, CN(C)C=O, O=C(Cl)C(=O)Cl, [H-], [I-], [Li+], O=C(O)CCC1C(=O)OCN1NS(=O)(=O)c1ccc2ccccc2c1, c1ccncc1. Yields the product O=CCCC1C(=O)OCN1NS(=O)(=O)c1ccc2ccccc2c1. Reaction SMILES: [C:45]([O:46][Al:47]([O:48][C:49]([CH3:50])([CH3:51])[CH3:52])[O:53][C:54]([CH3:55])([CH3:56])[CH3:57])([CH3:58])([CH3:59])[CH3:60].[CH2:62]([Cl:63])[Cl:64].[CH2:65]1[O:66][CH2:67][CH2:68][CH2:69]1.[CH3:1][N:2]([CH3:3])[CH:4]=[O:5].[Cl:6][C:7]([C:8]([Cl:9])=[O:10])=[O:11].[H-:44].[I-:43].[Li+:61].[cH:12]1[c:13]([S:22](=[O:23])(=[O:24])[NH:25][N:26]2[CH2:27][O:28][C:29](=[O:36])[CH:30]2[CH2:31][CH2:32][C:33](=[O:34])[OH:35])[cH:14][cH:15][c:16]2[cH:17][cH:18][cH:19][cH:20][c:21]12.[cH:37]1[cH:38][cH:39][n:40][cH:41][cH:42]1>>[cH:12]1[c:13]([S:22](=[O:23])(=[O:24])[NH:25][N:26]2[CH2:27][O:28][C:29](=[O:36])[CH:30]2[CH2:31][CH2:32][CH:33]=[O:34])[cH:14][cH:15][c:16]2[cH:17][cH:18][cH:19][cH:20][c:21]12. Starting materials: CC(C)=Cc1ccc(Br)nc1, CCCC[Mg+], [Li]CCCC, CN(C)C=O, CCCCCC, [Cl-], [Cl-], [NH4+], C1CCOC1. The product is CC(C)=Cc1ccc(C=O)nc1. Reaction SMILES: [Br:12][c:13]1[n:14][cH:15][c:16]([CH:19]=[C:20]([CH3:21])[CH3:22])[cH:17][cH:18]1.[CH2:2]([Mg+:3])[CH2:4][CH2:5][CH3:6].[CH2:7]([Li:8])[CH2:9][CH2:10][CH3:11].[CH3:30][N:31]([CH3:32])[CH:33]=[O:34].[CH3:35][CH2:36][CH2:37][CH2:38][CH2:39][CH3:40].[Cl-:1].[Cl-:23].[NH4+:24].[O:25]1[CH2:26][CH2:29][CH2:28][CH2:27]1>>[c:13]1([CH:26]=[O:25])[n:14][cH:15][c:16]([CH:19]=[C:20]([CH3:21])[CH3:22])[cH:17][cH:18]1.